This data is from the Open Reaction Database (ORD), a public repository of structured organic reaction records. The task is: describe an organic reaction: reactants, conditions, products, and yield Starting materials: C(C1=CC=CC=C1)OC1=C(N(C=CC1=O)C)C(C1=NC=CC=C1)O (3-benzyloxy-2-(hydroxy-pyridin-2-yl-methyl)-1-methyl-1H-pyridin-4-one). The solvent is ClCCl.C(C)O (dichloromethane ethanol). Product: OC1=C(N(C=CC1=O)C)C(C1=NC=CC=C1)O (3-Hydroxy-2-(hydroxy-pyridin-2-yl-methyl)-1-methyl-1H-pyridin-4-one). Reaction SMILES: C([O:8][C:9]1[C:14](=[O:15])[CH:13]=[CH:12][N:11]([CH3:16])[C:10]=1[CH:17]([OH:24])[C:18]1[CH:23]=[CH:22][CH:21]=[CH:20][N:19]=1)C1C=CC=CC=1>ClCCl.C(O)C>[OH:8][C:9]1[C:14](=[O:15])[CH:13]=[CH:12][N:11]([CH3:16])[C:10]=1[CH:17]([OH:24])[C:18]1[CH:23]=[CH:22][CH:21]=[CH:20][N:19]=1 |f:1.2|. Procedure details: 3-Benzyloxy-2-(hydrox-pyridin-2-yl-methyl-1-methyl-1H-pyridin-4-one: From 2.5 g of 3-benzyloxy-1-methyl-2-[pyridin-2-yl-(tetrahydropyran-2-yloxy)-methyl]-1H-pyridin-4-one there is obtained analogously to Example 7b: 3-benzyloxy-2-(hydroxy-pyridin-2-yl-methyl)-1-methyl-1H-pyridin-4-one. Yellow resin. Rf value: 0.52 (silica gel 60, dichloromethane/ethanol 4/1). Starting materials: CC(C)(C)OC(=O)Nc1ccccc1, CCOC(C)=O, Cl, O=c1nc[nH]o1. Yields the product Cl, Nc1ccccc1, O=c1nc[nH]o1. Reaction SMILES: [C:7]([O:8][C:9](=[O:10])[NH:14][c:15]1[cH:16][cH:17][cH:18][cH:19][cH:20]1)([CH3:11])([CH3:12])[CH3:13].[CH3:22][CH2:23][O:24][C:25](=[O:26])[CH3:27].[ClH:21].[o:1]1[nH:2][cH:3][n:4][c:5]1=[O:6]>>[ClH:21].[NH2:14][c:15]1[cH:16][cH:17][cH:18][cH:19][cH:20]1.[o:1]1[nH:2][cH:3][n:4][c:5]1=[O:6]. Reactants: COC1=CC=C(C=C1)C1=COC2=C1C=C(C=C2)C2=NN=C(O2)S (5-[3-(4-methoxyphenyl)-1-benzofuran-5-yl]-1,3,4-oxadiazole-2-thiol), COC1=C(C=C(CBr)C=C1)C(F)(F)F (4-methoxy-3-(trifluoromethyl)benzyl bromide). As a reaction SMILES: [CH3:1][O:2][C:3]1[CH:8]=[CH:7][C:6]([C:9]2[C:13]3[CH:14]=[C:15]([C:18]4[O:22][C:21]([SH:23])=[N:20][N:19]=4)[CH:16]=[CH:17][C:12]=3[O:11][CH:10]=2)=[CH:5][CH:4]=1.[CH3:24][O:25][C:26]1[CH:33]=[CH:32][C:29]([CH2:30]Br)=[CH:28][C:27]=1[C:34]([F:37])([F:36])[F:35]>>[CH3:1][O:2][C:3]1[CH:4]=[CH:5][C:6]([C:9]2[C:13]3[CH:14]=[C:15]([C:18]4[O:22][C:21]([S:23][CH2:30][C:29]5[CH:32]=[CH:33][C:26]([O:25][CH3:24])=[C:27]([C:34]([F:35])([F:36])[F:37])[CH:28]=5)=[N:20][N:19]=4)[CH:16]=[CH:17][C:12]=3[O:11][CH:10]=2)=[CH:7][CH:8]=1. Isolated yield 91.0%. Yields the product COC1=CC=C(C=C1)C1=COC2=C1C=C(C=C2)C=2OC(=NN2)SCC2=CC(=C(C=C2)OC)C(F)(F)F (2-[3-(4-methoxyphenyl)-1-benzofuran-5-yl]-5-[[4-methoxy-3-(trifluoromethyl)benzyl]thio]-1,3,4-oxadiazole). Procedure details: In the same manner as in Example 1 and using 5-[3-(4-methoxyphenyl)-1-benzofuran-5-yl]-1,3,4-oxadiazole-2-thiol instead of 5-(benzothiazol-6-yl)-1,3,4-oxadiazole-2-thiol and 4-methoxy-3-(trifluoromethyl)benzyl bromide instead of 3-(trifluoromethyl)benzyl chloride, the title compound (yield 91%) was obtained as colorless crystals. Reactants: CC(C)O.C(C)OC(C)=O (IPA ethylacetate), N1CCC(CC1)C(=O)O (Piperidine-4-carboxylic acid). The solvent is C(C)(=O)OC(C)=O (acetic anhydride). Product: C(C)(=O)N1CCC(CC1)C(=O)O (1-Acetylpiperidine-4-carboxylic acid), solid. Yield: 58.0%. RXN SMILES: [NH:1]1[CH2:6][CH2:5][CH:4]([C:7]([OH:9])=[O:8])[CH2:3][CH2:2]1.[CH3:10][CH:11]([OH:13])C.C(OC(=O)C)C>C(OC(=O)C)(=O)C>[C:11]([N:1]1[CH2:6][CH2:5][CH:4]([C:7]([OH:9])=[O:8])[CH2:3][CH2:2]1)(=[O:13])[CH3:10] |f:1.2|. Procedure: Piperidine-4-carboxylic acid (208 g, 1.63 moles) was dissolved in acetic anhydride and the resulting solution heated at reflux under a nitrogen atmosphere for 48 hours. The flask contents were allowed to cool then concentrated under reduced pressure to give a pale yellow oil which solidified on standing. Recrystallisation from propan-2-ol then afforded the title compound as an off white solid (160 g, 0.94 moles, 58%), mp 164-166° C. (IPA-ethylacetate), δH (300 MHz;CDCl3) 1.7 (2H, m), 2.0 (2H, m)... Reactants: CC(C)(C)N(CC(=O)OCC[Si](C)(C)C)C(=O)OCCl, CCCC[N+](CCCC)(CCCC)CCCC, CO, [OH-], O=C(O)C=Cc1ccccc1. The product is CC(C)(C)N(CC(=O)OCC[Si](C)(C)C)C(=O)OCOC(=O)C=Cc1ccccc1. RXN SMILES: [C:30]([CH3:31])([CH3:32])([CH3:33])[N:34]([CH2:35][C:36](=[O:37])[O:38][CH2:39][CH2:40][Si:41]([CH3:42])([CH3:43])[CH3:44])[C:45](=[O:46])[O:47][CH2:48][Cl:49].[CH2:13]([N+:14]([CH2:15][CH2:16][CH2:17][CH3:18])([CH2:19][CH2:20][CH2:21][CH3:22])[CH2:23][CH2:24][CH2:25][CH3:26])[CH2:27][CH2:28][CH3:29].[CH3:50][OH:51].[OH-:12].[OH:1][C:2](=[O:3])[CH:4]=[CH:5][c:6]1[cH:7][cH:8][cH:9][cH:10][cH:11]1>>[O:1]([C:2](=[O:3])[CH:4]=[CH:5][c:6]1[cH:7][cH:8][cH:9][cH:10][cH:11]1)[CH2:48][O:47][C:45]([N:34]([C:30]([CH3:31])([CH3:32])[CH3:33])[CH2:35][C:36](=[O:37])[O:38][CH2:39][CH2:40][Si:41]([CH3:42])([CH3:43])[CH3:44])=[O:46]. Starting materials: CC1=CC(=NC=N1)N1CCC2(OCCO2)CC1 (8-(6-methylpyrimidin-4-yl)-1,4-dioxa-8-azaspiro[4.5]decane), Cl (HCl), C(=O)(O)[O-].[Na+] (NaHCO3). Solvent: CC(=O)C (acetone). Conditions: temperature 50 celsius, time 2 hour. Product: CC1=CC(=NC=N1)N1CCC(CC1)=O (1-(6-Methylpyrimidin-4-yl)piperidin-4-one), liquid. Yield: 72.0%. As a reaction SMILES: [CH3:1][C:2]1[N:7]=[CH:6][N:5]=[C:4]([N:8]2[CH2:17][CH2:16][C:11]3(OCC[O:12]3)[CH2:10][CH2:9]2)[CH:3]=1.Cl.C([O-])(O)=O.[Na+]>CC(C)=O>[CH3:1][C:2]1[N:7]=[CH:6][N:5]=[C:4]([N:8]2[CH2:17][CH2:16][C:11](=[O:12])[CH2:10][CH2:9]2)[CH:3]=1 |f:2.3|. Procedure: To a solution of 8-(6-methylpyrimidin-4-yl)-1,4-dioxa-8-azaspiro[4.5]decane (4.64 g, 19.7 mmol) in acetone (45 mL) was added 2 N HCl (180 g, 150 mL, 4.94 mol) and stirred at 50° C. for 2 hours. The reaction mixture was cooled to room temperature, then adjusted to pH 7 with NaHCO3 solution. The aqueous phase was extracted 4 times with CH2Cl2, the organic layers were combined, dried over Na2SO4 and the solvent was evaporated. The title compound was obtained as light brown liquid (2.7 g, 72%). Reactants: S(=O)(Cl)Cl (Thionyl chloride), C1=C(C=CC2=CC=CC=C12)/C(=C/CO)/C ((E)-3-(2-naphthyl)-2-buten-1-ol). Solvent: C(Cl)Cl (CH2Cl2). The product is ClC\C=C(/C)\C1=CC2=CC=CC=C2C=C1 ((E)-1-chloro-3-(2-naphthyl)-2-butene). Reaction SMILES: S(Cl)([Cl:3])=O.[CH:5]1[C:14]2[C:9](=[CH:10][CH:11]=[CH:12][CH:13]=2)[CH:8]=[CH:7][C:6]=1/[C:15](/[CH3:19])=[CH:16]/[CH2:17]O>C(Cl)Cl>[Cl:3][CH2:17]/[CH:16]=[C:15](/[C:6]1[CH:7]=[CH:8][C:9]2[C:14](=[CH:13][CH:12]=[CH:11][CH:10]=2)[CH:5]=1)\[CH3:19]. Reported procedure: Thionyl chloride (5.0 ml) was added to a solution of (E)-3-(2-naphthyl)-2-buten-1-ol (4.59 g) in CH2Cl2 (30 ml)at 0° C. and the mixture was refluxed for 4 hours. The mixture was washed with water, saturated NaHCO3 solution and brine, dried and concentrated. The residue was washed with hexane to give the titled compound (1.22 g) as a white solid.